From a dataset of the Open Reaction Database (ORD), a public repository of structured organic reaction records. describe an organic reaction: reactants, conditions, products, and yield The reactants are COc1cc2[nH]c(=O)c3c(c2cc1OC)CCN(C(=O)c1ccccc1)C3, CS(C)=O, ClCCN1CCCCC1, Cl, [H-], [Na+], O. The product is COc1cc2c3c(c(=O)n(CCN4CCCCC4)c2cc1OC)CN(C(=O)c1ccccc1)CC3. Reaction SMILES: [C:7]([c:8]1[cH:9][cH:10][cH:11][cH:12][cH:13]1)(=[O:14])[N:15]1[CH2:16][CH2:17][c:18]2[c:19]3[c:20]([nH:21][c:22](=[O:25])[c:23]2[CH2:24]1)[cH:26][c:27]([O:32][CH3:33])[c:28]([O:30][CH3:31])[cH:29]3.[CH3:3][S:4]([CH3:5])=[O:6].[Cl:35][CH2:36][CH2:37][N:38]1[CH2:39][CH2:40][CH2:41][CH2:42][CH2:43]1.[ClH:34].[H-:2].[Na+:1].[OH2:44]>>[C:7]([c:8]1[cH:9][cH:10][cH:11][cH:12][cH:13]1)(=[O:14])[N:15]1[CH2:16][CH2:17][c:18]2[c:19]3[c:20]([n:21]([CH2:36][CH2:37][N:38]4[CH2:39][CH2:40][CH2:41][CH2:42][CH2:43]4)[c:22](=[O:25])[c:23]2[CH2:24]1)[cH:26][c:27]([O:32][CH3:33])[c:28]([O:30][CH3:31])[cH:29]3.